describe an organic reaction: reactants, conditions, products, and yield From a dataset of the Open Reaction Database (ORD), a public repository of structured organic reaction records. Starting materials: N1=C(C=NC2=CC=CC=C12)C=1C=C(C=CC1)N ((3-quinoxalin-2-ylphenyl)amine), CCN(C(C)C)C(C)C (DIEA), ClC(C(=O)Cl)Cl (dichloroacetyl chloride), C1CCOC1 (THF). Solvent: C(C)(=O)OCC (ethyl acetate). Reaction conditions: time 48 hour. Yields the product ClCCC(=O)NC1=CC(=CC=C1)C1=NC2=CC=CC=C2N=C1 (3-chloro-N-[3-(quinoxalin-2-yl)phenyl]propanamide). Yield: 28.0%. As a reaction SMILES: [N:1]1[C:10]2[C:5](=[CH:6][CH:7]=[CH:8][CH:9]=2)[N:4]=[CH:3][C:2]=1[C:11]1[CH:12]=[C:13]([NH2:17])[CH:14]=[CH:15][CH:16]=1.CCN(C(C)C)C(C)C.[Cl:27]C(Cl)C(Cl)=O.[CH2:33]1C[O:36][CH2:35][CH2:34]1>C(OCC)(=O)C>[Cl:27][CH2:33][CH2:34][C:35]([NH:17][C:13]1[CH:14]=[CH:15][CH:16]=[C:11]([C:2]2[CH:3]=[N:4][C:5]3[C:10](=[CH:9][CH:8]=[CH:7][CH:6]=3)[N:1]=2)[CH:12]=1)=[O:36]. Reported procedure: To a solution of (3-quinoxalin-2-ylphenyl)amine (128 mg, 0.578 mmol) and DIEA (115 μL, 0.694 mmol) in THF (5 mL), dichloroacetyl chloride (61 μL, 0.636 mmol) was added at room temperature. The reaction mixture was stirred at room temperature for 48 hrs, diluted with ethyl acetate (20 mL). The organic phase was washed with water (10 mL) and then brine (10 mL), dried over MgSO4, and the solvent was evaporated in vacuo to afford a light-yellow solid. The solid was triturated with Et2O, filtered, an... Reactants: BrC=1N=C2C(=NC1)N(C=C2C(C(C)(C)C)=O)COCC[Si](C)(C)C (1-(2-bromo-5-((2-(trimethylsilyl)ethoxy)methyl)-5H-pyrrolo[2,3-b]pyrazine-7-yl)-2,2-dimethylpropane-1-one), NC1=CC=C(C=N1)CO ((6-aminopyridin-3-yl)methanol), C(=O)([O-])[O-].[Cs+].[Cs+] (Cs2CO3). Reagents/catalysts: CC(=O)[O-].CC(=O)[O-].[Pd+2] (Pd(OAc)2), C=1C=CC(=CC1)P(C=2C=CC=CC2)C3=CC=C4C=CC=CC4=C3C5=C6C=CC=CC6=CC=C5P(C=7C=CC=CC7)C=8C=CC=CC8 (BINAP). Run in C1(=CC=CC=C1)C (toluene). Run at temperature 110 celsius. Product: OCC=1C=CC(=NC1)NC=1N=C2C(=NC1)N(C=C2C(C(C)(C)C)=O)COCC[Si](C)(C)C (1-(2-(5-(hydroxymethyl)pyridin-2-ylamino)-5-((2-(trimethylsilyl)ethoxy)methyl)-5H-pyrrolo[2,3-b]pyrazin-7-yl)-2,2-dimethylpropan-1-one). The yield is 45.3%. Reaction SMILES: Br[C:2]1[N:3]=[C:4]2[C:10]([C:11](=[O:16])[C:12]([CH3:15])([CH3:14])[CH3:13])=[CH:9][N:8]([CH2:17][O:18][CH2:19][CH2:20][Si:21]([CH3:24])([CH3:23])[CH3:22])[C:5]2=[N:6][CH:7]=1.[NH2:25][C:26]1[N:31]=[CH:30][C:29]([CH2:32][OH:33])=[CH:28][CH:27]=1.C([O-])([O-])=O.[Cs+].[Cs+]>C1(C)C=CC=CC=1.CC([O-])=O.CC([O-])=O.[Pd+2].C1C=CC(P(C2C(C3C(P(C4C=CC=CC=4)C4C=CC=CC=4)=CC=C4C=3C=CC=C4)=C3C(C=CC=C3)=CC=2)C2C=CC=CC=2)=CC=1>[OH:33][CH2:32][C:29]1[CH:28]=[CH:27][C:26]([NH:25][C:2]2[N:3]=[C:4]3[C:10]([C:11](=[O:16])[C:12]([CH3:15])([CH3:14])[CH3:13])=[CH:9][N:8]([CH2:17][O:18][CH2:19][CH2:20][Si:21]([CH3:24])([CH3:23])[CH3:22])[C:5]3=[N:6][CH:7]=2)=[N:31][CH:30]=1 |f:2.3.4,6.7.8|. Procedure: To a 35 ml seal tube, 1-(2-bromo-5-((2-(trimethylsilyl)ethoxy)methyl)-5H-pyrrolo[2,3-b]pyrazine-7-yl)-2,2-dimethylpropane-1-one (1.0 g, 0.00242 mole) and (6-aminopyridin-3-yl)methanol (0.36 g, 0.00291 mole) was taken in toluene (10.0 ml). The reaction mixture was purged with argon for 15 min at RT followed by Cs2CO3 (3.1 g, 0.0097 mole) was added and further purged for 30 min with argon. BINAP (0.03 g, 0.000048 mole) and Pd(OAc)2 (0.01 g, 0.000048 mole) were added and the reaction mixture was he... Starting materials: S1CCCC1 (tetrahydrothiophene), BrCC(C(C)(C)C)=O (1-bromo-3,3-dimethyl-2-butanone), C(C)(=O)OCC (ethyl acetate). The solvent is C(C)#N (acetonitrile). Reaction conditions: time 2 day. Yields the product [Br-].O=C(C[S+]1CCCC1)C(C)(C)C (2-oxo-3,3-dimethylbutyltetrahydrothiophenium bromide). The yield is 80.4%. As a reaction SMILES: [S:1]1[CH2:5][CH2:4][CH2:3][CH2:2]1.[Br:6][CH2:7][C:8](=[O:13])[C:9]([CH3:12])([CH3:11])[CH3:10].C(OCC)(=O)C>C(#N)C>[Br-:6].[O:13]=[C:8]([C:9]([CH3:12])([CH3:11])[CH3:10])[CH2:7][S+:1]1[CH2:5][CH2:4][CH2:3][CH2:2]1 |f:4.5|. Procedure details: In 100 ml of acetonitrile was dissolved 11.8 g of tetrahydrothiophene, to the solution was gradually added 20 g of 1-bromo-3,3-dimethyl-2-butanone. The mixture was stirred at room temperature for 2 days to deposit powder. After adding 100 ml of ethyl acetate to the reaction solution, the powder was collected by filtration, washed with ethyl acetate and dried to obtain 24 g of 2-oxo-3,3-dimethylbutyltetrahydrothiophenium bromide. Starting materials: CCC(CC)c1ccc(Br)c2[nH]c(=O)n(C)c12, C[Sn](C)(C)C, CN(C)P(=O)(N(C)C)N(C)C, O, c1ccc(P(c2ccccc2)(c2ccccc2)[Pd](P(c2ccccc2)(c2ccccc2)c2ccccc2)(P(c2ccccc2)(c2ccccc2)c2ccccc2)P(c2ccccc2)(c2ccccc2)c2ccccc2)cc1. The product is CCC(CC)c1ccc(C)c2[nH]c(=O)n(C)c12. RXN SMILES: [Br:1][c:2]1[cH:3][cH:4][c:5]([CH:13]([CH2:14][CH3:15])[CH2:16][CH3:17])[c:6]2[n:7]([CH3:12])[c:8](=[O:11])[nH:9][c:10]12.[CH3:18][Sn:19]([CH3:20])([CH3:21])[CH3:22].[CH3:23][N:24]([CH3:25])[P:26](=[O:27])([N:28]([CH3:29])[CH3:30])[N:31]([CH3:32])[CH3:33].[OH2:34].[cH:35]1[cH:36][cH:37][c:38]([P:39]([Pd:40]([P:41]([c:42]2[cH:43][cH:44][cH:45][cH:46][cH:47]2)([c:48]2[cH:49][cH:50][cH:51][cH:52][cH:53]2)[c:54]2[cH:55][cH:56][cH:57][cH:58][cH:59]2)([P:60]([c:61]2[cH:62][cH:63][cH:64][cH:65][cH:66]2)([c:67]2[cH:68][cH:69][cH:70][cH:71][cH:72]2)[c:73]2[cH:74][cH:75][cH:76][cH:77][cH:78]2)[P:79]([c:80]2[cH:81][cH:82][cH:83][cH:84][cH:85]2)([c:86]2[cH:87][cH:88][cH:89][cH:90][cH:91]2)[c:92]2[cH:93][cH:94][cH:95][cH:96][cH:97]2)([c:98]2[cH:99][cH:100][cH:101][cH:102][cH:103]2)[c:104]2[cH:105][cH:106][cH:107][cH:108][cH:109]2)[cH:110][cH:111]1>>[c:2]1([CH3:18])[cH:3][cH:4][c:5]([CH:13]([CH2:14][CH3:15])[CH2:16][CH3:17])[c:6]2[n:7]([CH3:12])[c:8](=[O:11])[nH:9][c:10]12. Reactants: Cc1cc(C)c(NC(=O)CBr)c(C)c1, CCOC(=O)c1[nH]c(Br)nc1C(F)(F)F, C1CCC2=NCCCN2CC1, CO, Cc1ccccc1, CC(C)=O. Product: CCOC(=O)c1c(C(F)(F)F)nc(Br)n1CC(=O)Nc1c(C)cc(C)cc1C. RXN SMILES: [Br:16][CH2:17][C:18](=[O:19])[NH:20][c:21]1[c:22]([CH3:29])[cH:23][c:24]([CH3:28])[cH:25][c:26]1[CH3:27].[CH2:1]([CH3:2])[O:3][C:4](=[O:5])[c:6]1[nH:7][c:8]([Br:15])[n:9][c:10]1[C:11]([F:12])([F:13])[F:14].[CH2:30]1[CH2:31][CH2:32][C:33]2=[N:38][CH2:37][CH2:36][CH2:35][N:34]2[CH2:39][CH2:40]1.[CH3:41][OH:42].[CH3:43][c:44]1[cH:45][cH:46][cH:47][cH:48][cH:49]1.[CH3:50][C:51](=[O:52])[CH3:53]>>[CH2:1]([CH3:2])[O:3][C:4](=[O:5])[c:6]1[n:7]([CH2:17][C:18](=[O:19])[NH:20][c:21]2[c:22]([CH3:29])[cH:23][c:24]([CH3:28])[cH:25][c:26]2[CH3:27])[c:8]([Br:15])[n:9][c:10]1[C:11]([F:12])([F:13])[F:14]. Starting materials: Cl.ClC1=CC=C(CC=2C(=NC=NC2[C@@H]2NCCC2)C)C=C1 ((R)-5-(4-chlorobenzyl)-4-methyl-6-(pyrrolidin-2-yl)pyrimidine hydrochloride), C(C)(C)N(C(C)C)CC (N,N-diisopropylethylamine), N(=C=O)C=1C(=NOC1C)C (4-isocyanato-3,5-dimethylisoxazole). Run in ClCCl (dichloromethane). Product: ClC1=CC=C(CC=2C(=NC=NC2C)[C@@H]2N(CCC2)C(=O)NC=2C(=NOC2C)C)C=C1 ((R)-2-(5-(4-chlorobenzyl) 6-methylpyrimidin-4-yl)-N-(3,5-dimethylisoxazol-4-yl) pyrrolidine-1-carboxamide). Yield: 28.1%. Reaction SMILES: Cl.[Cl:2][C:3]1[CH:21]=[CH:20][C:6]([CH2:7][C:8]2[C:9]([CH3:19])=[N:10][CH:11]=[N:12][C:13]=2[C@H:14]2[CH2:18][CH2:17][CH2:16][NH:15]2)=[CH:5][CH:4]=1.C(N(CC)C(C)C)(C)C.[N:31]([C:34]1[C:35]([CH3:40])=[N:36][O:37][C:38]=1[CH3:39])=[C:32]=[O:33]>ClCCl>[Cl:2][C:3]1[CH:21]=[CH:20][C:6]([CH2:7][C:8]2[C:13]([C@H:14]3[CH2:18][CH2:17][CH2:16][N:15]3[C:32]([NH:31][C:34]3[C:35]([CH3:40])=[N:36][O:37][C:38]=3[CH3:39])=[O:33])=[N:12][CH:11]=[N:10][C:9]=2[CH3:19])=[CH:5][CH:4]=1 |f:0.1|. Procedure details: (R)-5-(4-chlorobenzyl)-4-methyl-6-(pyrrolidin-2-yl)pyrimidine hydrochloride (30 mg, 0.066 mmol) and N,N-diisopropylethylamine (0.041 mL) were dissolved in dichloromethane (2 mL). 4-isocyanato-3,5-dimethylisoxazole (15 mg, 0.11 mmol) was added while stirring. The reaction mixture was stirred for 16 h then evaporated to dryness. Purification by semi-preparative HPLC afforded the desired product (7.9 mg, 27.8%).